Dataset: the Open Reaction Database (ORD), a public repository of structured organic reaction records. Task: describe an organic reaction: reactants, conditions, products, and yield The reactants are Clc1cccc(Br)c1, COCCOC, OB(O)c1ccc(OC(F)(F)F)cc1, [K+], [K+], O=C([O-])[O-], c1ccc(P(c2ccccc2)(c2ccccc2)[Pd](P(c2ccccc2)(c2ccccc2)c2ccccc2)(P(c2ccccc2)(c2ccccc2)c2ccccc2)P(c2ccccc2)(c2ccccc2)c2ccccc2)cc1. The product is FC(F)(F)Oc1ccc(-c2cccc(Cl)c2)cc1. As a reaction SMILES: [Br:7][c:8]1[cH:9][c:10]([Cl:14])[cH:11][cH:12][cH:13]1.[CH3:106][O:107][CH2:108][CH2:109][O:110][CH3:111].[F:15][C:16]([O:17][c:18]1[cH:19][cH:20][c:21]([B:24]([OH:25])[OH:26])[cH:22][cH:23]1)([F:27])[F:28].[K+:1].[K+:2].[O-:3][C:4]([O-:5])=[O:6].[cH:29]1[cH:30][cH:31][c:32]([P:33]([Pd:34]([P:35]([c:36]2[cH:37][cH:38][cH:39][cH:40][cH:41]2)([c:42]2[cH:43][cH:44][cH:45][cH:46][cH:47]2)[c:48]2[cH:49][cH:50][cH:51][cH:52][cH:53]2)([P:54]([c:55]2[cH:56][cH:57][cH:58][cH:59][cH:60]2)([c:61]2[cH:62][cH:63][cH:64][cH:65][cH:66]2)[c:67]2[cH:68][cH:69][cH:70][cH:71][cH:72]2)[P:73]([c:74]2[cH:75][cH:76][cH:77][cH:78][cH:79]2)([c:80]2[cH:81][cH:82][cH:83][cH:84][cH:85]2)[c:86]2[cH:87][cH:88][cH:89][cH:90][cH:91]2)([c:92]2[cH:93][cH:94][cH:95][cH:96][cH:97]2)[c:98]2[cH:99][cH:100][cH:101][cH:102][cH:103]2)[cH:104][cH:105]1>>[c:8]1(-[c:21]2[cH:20][cH:19][c:18]([O:17][C:16]([F:15])([F:27])[F:28])[cH:23][cH:22]2)[cH:9][c:10]([Cl:14])[cH:11][cH:12][cH:13]1. Reactants: C(C1=CC=CC=C1)OC(NC(CC1(CCCC1)C)C(NC(CC)C(O)C=1OC2=C(N1)C=CC=C2)=O)=O ([1-[1-(benzoxazol-2-ylhydroxymethyl)propylcarbamoyl]-2-(1-methylcyclopentyl)ethyl]-carbamic acid benzyl ester). The reagents and catalysts are [Pd] (Pd/C). Yields the product N[C@H](C(=O)N[C@@H](CC)C(O)C=1OC2=C(N1)C=CC=C2)CC2(CCCC2)C (2(S)-amino-N-[1 (S)-(benzoxazol-2-ylhydroxymethyl)propyl]-3-(1-methylcyclopentyl)propionamide). As a reaction SMILES: C(OC(=O)[NH:10][CH:11]([C:19](=[O:35])[NH:20][CH:21]([CH:24]([C:26]1[O:27][C:28]2[CH:34]=[CH:33][CH:32]=[CH:31][C:29]=2[N:30]=1)[OH:25])[CH2:22][CH3:23])[CH2:12][C:13]1([CH3:18])[CH2:17][CH2:16][CH2:15][CH2:14]1)C1C=CC=CC=1>[Pd]>[NH2:10][C@@H:11]([CH2:12][C:13]1([CH3:18])[CH2:17][CH2:16][CH2:15][CH2:14]1)[C:19]([NH:20][C@H:21]([CH:24]([C:26]1[O:27][C:28]2[CH:34]=[CH:33][CH:32]=[CH:31][C:29]=2[N:30]=1)[OH:25])[CH2:22][CH3:23])=[O:35]. Reported procedure: Pd/C (5%) (60 mg) was added to a solution of of [1-[1-(benzoxazol-2-ylhydroxymethyl)propylcarbamoyl]-2-(1-methylcyclopentyl)ethyl]-carbamic acid benzyl ester Reactants: ClC=1C=CC(=C(C1)C1=CC(N(C=C1OC)C(C(=O)OC(C)(C)C)CC1CCOCC1)=O)C#N (tert-butyl 2-[4-(5-chloro-2-cyanophenyl)-5-methoxy-2-oxopyridin-1(2H)-yl]-3-(tetrahydro-2H-pyran-4-yl)propanoate), C(=O)(C(F)(F)F)O (TFA). The solvent is ClCCl (dichloromethane). Yields the product ClC=1C=CC(=C(C1)C1=CC(N(C=C1OC)C(C(=O)O)CC1CCOCC1)=O)C#N (2-[4-(5-Chloro-2-cyanophenyl)-5-methoxy-2-oxopyridin-1(2H)-yl]-3-(tetrahydro-2H-pyran-4-yl)propanoic acid). RXN SMILES: [Cl:1][C:2]1[CH:3]=[CH:4][C:5]([C:32]#[N:33])=[C:6]([C:8]2[C:13]([O:14][CH3:15])=[CH:12][N:11]([CH:16]([CH2:24][CH:25]3[CH2:30][CH2:29][O:28][CH2:27][CH2:26]3)[C:17]([O:19]C(C)(C)C)=[O:18])[C:10](=[O:31])[CH:9]=2)[CH:7]=1.C(O)(C(F)(F)F)=O>ClCCl>[Cl:1][C:2]1[CH:3]=[CH:4][C:5]([C:32]#[N:33])=[C:6]([C:8]2[C:13]([O:14][CH3:15])=[CH:12][N:11]([CH:16]([CH2:24][CH:25]3[CH2:30][CH2:29][O:28][CH2:27][CH2:26]3)[C:17]([OH:19])=[O:18])[C:10](=[O:31])[CH:9]=2)[CH:7]=1. Reported procedure: 1.57 g (3.32 mmol) of tert-butyl 2-[4-(5-chloro-2-cyanophenyl)-5-methoxy-2-oxopyridin-1(2H)-yl]-3-(tetrahydro-2H-pyran-4-yl)propanoate (racemate) in 25 ml of dichloromethane and 5.12 ml (66.4 mmol) of TFA were reacted according to General Method 6A. Yield: 1.60 g (quant.) The reactants are COC(=O)N(C(=N)NC(=O)OC)C1=CC=C(C(=O)NCC(=O)N2[C@H](C(N(CC2)CC(=O)O)=O)CCCNC(C2=CC=C(C=C2)N(C(=N)NC(=O)OC)C(=O)OC)=O)C=C1 ((S)-4-[(4-(1,3-dimethoxycarbonylguanidino)benzoylamino]acetyl]-3-[3-[4-(1,3-dimethoxycarbonylguanidino)benzoylamino]-propyl]-2-oxopiperazine-1-acetic acid), aqueous solution, product, Cl (hydrochloric acid), [OH-].[Li+] (lithium hydroxide). Run in CO (methanol), O (H2O). Product: Cl.COC(=O)NC(NC1=CC=C(C(=O)NCC(=O)N2[C@H](C(N(CC2)CC(=O)O)=O)CCCNC(C2=CC=C(C=C2)NC(=N)NC(=O)OC)=O)C=C1)=N ((S)-4-[[4-(3-methoxycarbonylguanidino)benzoylamino]acetyl]-3-[3-[4-(3-methoxycarbonylguanidino)benzoylamino]propyl]-2-oxopiperazine-1-acetic acid hydrochloride). Isolated yield 58.0%. RXN SMILES: COC([N:5]([C:13]1[CH:59]=[CH:58][C:16]([C:17]([NH:19][CH2:20][C:21]([N:23]2[CH2:28][CH2:27][N:26]([CH2:29][C:30]([OH:32])=[O:31])[C:25](=[O:33])[C@@H:24]2[CH2:34][CH2:35][CH2:36][NH:37][C:38](=[O:57])[C:39]2[CH:44]=[CH:43][C:42]([N:45](C(OC)=O)[C:46]([NH:48][C:49]([O:51][CH3:52])=[O:50])=[NH:47])=[CH:41][CH:40]=2)=[O:22])=[O:18])=[CH:15][CH:14]=1)[C:6]([NH:8][C:9]([O:11][CH3:12])=[O:10])=[NH:7])=O.[OH-].[Li+].[ClH:62]>CO.O>[ClH:62].[CH3:12][O:11][C:9]([NH:8][C:6](=[NH:7])[NH:5][C:13]1[CH:14]=[CH:15][C:16]([C:17]([NH:19][CH2:20][C:21]([N:23]2[CH2:28][CH2:27][N:26]([CH2:29][C:30]([OH:32])=[O:31])[C:25](=[O:33])[C@@H:24]2[CH2:34][CH2:35][CH2:36][NH:37][C:38](=[O:57])[C:39]2[CH:40]=[CH:41][C:42]([NH:45][C:46]([NH:48][C:49]([O:51][CH3:52])=[O:50])=[NH:47])=[CH:43][CH:44]=2)=[O:22])=[O:18])=[CH:58][CH:59]=1)=[O:10] |f:1.2,6.7|. Procedure details: In a mixture of 1,4-dioxane (3.0 ml) and H2O (3.0 ml) was dissolved (S)-[4-[(4-guanidinobenzoylamino)acetyl]-3-[3-(4-guanidinobenzoylamino)propyl]-2-oxopiperazin-1-yl]acetic acid hydrochloride (another name: (S)-4-[(4-guanidinobenzoylamino)acetyl]-3-[3-(4-guanidinobenzoylamino)propyl]-2-oxopiperazine-1-acetic acid hydrochloride) (0.3 g, 0.51 mmol) produced in Working Example 15. To the solution were added gradually, under stirring at 0° C. while keeping the pH at 10 or below, a 2N aqueous soluti... Starting materials: [Br-], C=CC1OC(C)(C)OC1C(=O)COC(c1ccccc1)(c1ccccc1)c1ccccc1, C=C[Mg+], C1CCOC1. The product is C=CC1OC(C)(C)OC1C(O)(C=C)COC(c1ccccc1)(c1ccccc1)c1ccccc1. As a reaction SMILES: [Br-:33].[CH3:1][C:2]1([CH3:32])[O:3][CH:4]([CH:30]=[CH2:31])[CH:5]([C:7]([CH2:8][O:9][C:10]([c:11]2[cH:12][cH:13][cH:14][cH:15][cH:16]2)([c:17]2[cH:18][cH:19][cH:20][cH:21][cH:22]2)[c:23]2[cH:24][cH:25][cH:26][cH:27][cH:28]2)=[O:29])[O:6]1.[CH:34](=[CH2:35])[Mg+:36].[O:37]1[CH2:38][CH2:39][CH2:40][CH2:41]1>>[CH3:1][C:2]1([CH3:32])[O:3][CH:4]([CH:30]=[CH2:31])[CH:5]([C:7]([CH2:8][O:9][C:10]([c:11]2[cH:12][cH:13][cH:14][cH:15][cH:16]2)([c:17]2[cH:18][cH:19][cH:20][cH:21][cH:22]2)[c:23]2[cH:24][cH:25][cH:26][cH:27][cH:28]2)([OH:29])[CH:34]=[CH2:35])[O:6]1. Reactants: C1(=CC=CC=C1)C(CC(C)=O)C (4-phenyl-2-pentanone), C(C(C)C)(=O)Cl (iso butyryl chloride). Yields the product C(C(C)C)(=O)C1=CC=C(C=C1)C(CC(C)=O)C (4-(p-Iso-butyrylphenyl)-2-pentanone). As a reaction SMILES: [C:1]1([CH:7]([CH3:12])[CH2:8][C:9](=[O:11])[CH3:10])[CH:6]=[CH:5][CH:4]=[CH:3][CH:2]=1.[C:13](Cl)(=[O:17])[CH:14]([CH3:16])[CH3:15]>>[C:13]([C:4]1[CH:5]=[CH:6][C:1]([CH:7]([CH3:12])[CH2:8][C:9](=[O:11])[CH3:10])=[CH:2][CH:3]=1)(=[O:17])[CH:14]([CH3:16])[CH3:15]. Procedure: As in Example 1 except using 4-phenyl-2-pentanone instead of benzyl acetone, and iso butyryl chloride instead of benzoyl chloride, b.p. 130 - 134 (0.4 mm). The reactants are Cl.Cl.N1C=C(C2=CC=CC=C12)C1CCC(CC1)NC(C(=O)N)C1CCNCC1 (2-[4-(1H-Indol-3-yl)-cyclohexylamino]-2-piperidin-4-yl-acetamide dihydrochloride), C(\C=C\C1=CC=CC=C1)(=O)O (trans-cinnamic acid). Product: N1C=C(C2=CC=CC=C12)C1CCC(CC1)NC(C(=O)N)C1CCN(CC1)C(\C=C\C1=CC=CC=C1)=O (2-[4-(1H-Indol-3-yl)-cyclohexylamino]-2-[1-(trans-cinnamoyl)piperidin-4-yl]-acetamide). RXN SMILES: Cl.Cl.[NH:3]1[C:11]2[C:6](=[CH:7][CH:8]=[CH:9][CH:10]=2)[C:5]([CH:12]2[CH2:17][CH2:16][CH:15]([NH:18][CH:19]([CH:23]3[CH2:28][CH2:27][NH:26][CH2:25][CH2:24]3)[C:20]([NH2:22])=[O:21])[CH2:14][CH2:13]2)=[CH:4]1.[C:29](O)(=[O:38])/[CH:30]=[CH:31]/[C:32]1[CH:37]=[CH:36][CH:35]=[CH:34][CH:33]=1>>[NH:3]1[C:11]2[C:6](=[CH:7][CH:8]=[CH:9][CH:10]=2)[C:5]([CH:12]2[CH2:17][CH2:16][CH:15]([NH:18][CH:19]([CH:23]3[CH2:24][CH2:25][N:26]([C:29](=[O:38])/[CH:30]=[CH:31]/[C:32]4[CH:37]=[CH:36][CH:35]=[CH:34][CH:33]=4)[CH2:27][CH2:28]3)[C:20]([NH2:22])=[O:21])[CH2:14][CH2:13]2)=[CH:4]1 |f:0.1.2|. Reported procedure: The title compound was prepared from the product of Example 1, step J, and trans-cinnamic acid, by the method of Example 1, step K, giving a solid that was a mixture of cyclohexyl diastereomers by LCMS. Mass spectrum (LCMS, ESI pos.) calcd. for C30H36N4O2: 484 (M+H). Found: 484 Reactants: C(C)(C)(C)OC(NC1=C(C=C(C=C1)C#C)[N+](=O)[O-])=O ((4-Ethynyl-2-nitro-phenyl)-carbamic acid tert.-butyl ester), FC1=C(C=CC=C1)I (2-fluoro-1-iodobenzene). Product: C(C)(C)(C)OC(NC1=C(C=C(C=C1)C#CC1=C(C=CC=C1)F)[N+](=O)[O-])=O ([4-(2-Fluoro-phenylethynyl)-2-nitro-phenyl]-carbamic acid tert.-butyl ester). Isolated yield 106.5%. Reaction SMILES: [C:1]([O:5][C:6](=[O:19])[NH:7][C:8]1[CH:13]=[CH:12][C:11]([C:14]#[CH:15])=[CH:10][C:9]=1[N+:16]([O-:18])=[O:17])([CH3:4])([CH3:3])[CH3:2].[F:20][C:21]1[CH:26]=[CH:25][CH:24]=[CH:23][C:22]=1I>>[C:1]([O:5][C:6](=[O:19])[NH:7][C:8]1[CH:13]=[CH:12][C:11]([C:14]#[C:15][C:22]2[CH:23]=[CH:24][CH:25]=[CH:26][C:21]=2[F:20])=[CH:10][C:9]=1[N+:16]([O-:18])=[O:17])([CH3:4])([CH3:2])[CH3:3]. Procedure: Prepared from (4-ethynyl-2-nitro-phenyl)-carbamic acid tert.-butyl ester (Example F2) (525 mg, 2.0 mmol) and 2-fluoro-1-iodobenzene (0.35 mL, 3 mmol) according to the general procedure F. Obtained as a yellow solid (759 mg).